This data is from the Open Reaction Database (ORD), a public repository of structured organic reaction records. The task is: describe an organic reaction: reactants, conditions, products, and yield The reactants are C1CCOC1, COC(=O)C=Cc1ccc(C(F)(F)F)cc1OC(C)C, Cl. Product: CC(C)Oc1cc(C(F)(F)F)ccc1C=CC(=O)O. As a reaction SMILES: [CH2:22]1[O:23][CH2:24][CH2:25][CH2:26]1.[CH3:1][O:2][C:3]([CH:4]=[CH:5][c:6]1[c:7]([O:16][CH:17]([CH3:18])[CH3:19])[cH:8][c:9]([C:12]([F:13])([F:14])[F:15])[cH:10][cH:11]1)=[O:20].[ClH:21]>>[O:2]=[C:3]([CH:4]=[CH:5][c:6]1[c:7]([O:16][CH:17]([CH3:18])[CH3:19])[cH:8][c:9]([C:12]([F:13])([F:14])[F:15])[cH:10][cH:11]1)[OH:20]. Starting materials: COc1ccc(F)cc1CC(O)(c1ccccc1)C1CN(Cc2ccccc2)CCO1, CO, CCO, CC(C)O, Cl. Product: Cl, COc1ccc(F)cc1CC(O)(c1ccccc1)C1CNCCO1. RXN SMILES: [CH2:3]([c:4]1[cH:5][cH:6][cH:7][cH:8][cH:9]1)[N:10]1[CH2:11][CH:12]([C:16]([CH2:17][c:18]2[c:19]([O:25][CH3:26])[cH:20][cH:21][c:22]([F:24])[cH:23]2)([OH:27])[c:28]2[cH:29][cH:30][cH:31][cH:32][cH:33]2)[O:13][CH2:14][CH2:15]1.[CH3:1][OH:2].[CH3:35][CH2:36][OH:37].[CH:38]([OH:39])([CH3:40])[CH3:41].[ClH:34]>>[ClH:34].[NH:10]1[CH2:11][CH:12]([C:16]([CH2:17][c:18]2[c:19]([O:25][CH3:26])[cH:20][cH:21][c:22]([F:24])[cH:23]2)([OH:27])[c:28]2[cH:29][cH:30][cH:31][cH:32][cH:33]2)[O:13][CH2:14][CH2:15]1. Starting materials: CN1CCCC1=O, Cc1ccc(S(=O)(=O)OCC(=Cc2ccc(Cl)cc2)CC(C)(C)C)cc1, [Na+], [OH-], O, c1nc[nH]n1. Product: CC(C)(C)CC(=Cc1ccc(Cl)cc1)Cn1cncn1. RXN SMILES: [CH3:35][N:36]1[CH2:37][CH2:38][CH2:39][C:40]1=[O:41].[Cl:8][c:9]1[cH:10][cH:11][c:12]([CH:15]=[C:16]([CH2:17][C:18]([CH3:19])([CH3:20])[CH3:21])[CH2:22][O:23][S:24]([c:25]2[cH:26][cH:27][c:28]([CH3:29])[cH:30][cH:31]2)(=[O:32])=[O:33])[cH:13][cH:14]1.[Na+:2].[OH-:1].[OH2:34].[nH:3]1[n:4][cH:5][n:6][cH:7]1>>[n:3]1([CH2:22][C:16](=[CH:15][c:12]2[cH:11][cH:10][c:9]([Cl:8])[cH:14][cH:13]2)[CH2:17][C:18]([CH3:19])([CH3:20])[CH3:21])[n:4][cH:5][n:6][cH:7]1. Starting materials: [Ag], O, OCCc1ccccc1. Product: O=CCc1ccccc1. RXN SMILES: [Ag:10].[OH2:11].[OH:1][CH2:2][CH2:3][c:4]1[cH:5][cH:6][cH:7][cH:8][cH:9]1>>[O:1]=[CH:2][CH2:3][c:4]1[cH:5][cH:6][cH:7][cH:8][cH:9]1. Starting materials: O\N=C(/C#N)\C1=CC=CC=C1 ((2Z)-(hydroxyimino)(phenyl)acetonitrile), BrC=1SC=C(N1)CBr (2-bromo-4-(bromomethyl)thiazole), [I-].[K+] (potassium iodide), C([O-])([O-])=O.[Cs+].[Cs+] (caesium carbonate). Run in CN(C)C=O (DMF), C(C)#N (acetonitrile). Conditions: time 2 hour. The product is BrC=1SC=C(N1)CO\N=C(/C#N)\C1=CC=CC=C1 ((2Z)-{[(2-bromo-1,3-thiazol-4-yl)methoxy]imino}(phenyl)acetonitrile), oxime. Yield: 88.0%. Reaction SMILES: [OH:1]/[N:2]=[C:3](/[C:6]1[CH:11]=[CH:10][CH:9]=[CH:8][CH:7]=1)\[C:4]#[N:5].[Br:12][C:13]1[S:14][CH:15]=[C:16]([CH2:18]Br)[N:17]=1.[I-].[K+].C(=O)([O-])[O-].[Cs+].[Cs+]>CN(C=O)C.C(#N)C>[Br:12][C:13]1[S:14][CH:15]=[C:16]([CH2:18][O:1]/[N:2]=[C:3](/[C:6]2[CH:11]=[CH:10][CH:9]=[CH:8][CH:7]=2)\[C:4]#[N:5])[N:17]=1 |f:2.3,4.5.6|. Reported procedure: To a mixture of (2Z)-(hydroxyimino)(phenyl)acetonitrile (2.9 g, 19.84 mmol, 1 eq.), 2-bromo-4-(bromomethyl)thiazole (5.10 g, 19.84 mmol, 1 eq.), potassium iodide (329 mg, 1.98 mmol, 0.1 eq.) and caesium carbonate (9.70 g, 29.76 mmol, 1.5 eq.) was added 80 ml of acetonitrile and 10 ml of DMF. The reaction was stirred 2 h at room temperature. The solvent was then evaporated and the residue dissolved in EtOAc, subsequently washed with H2O and brine. Ater separation, the organic phase was dried over... Starting materials: COC(=O)c1ccc2[nH]cc(CCCCOS(C)(=O)=O)c2c1, CC#N, O=c1ccc2cc(N3CCNCC3)ccc2o1. Product: COC(=O)c1ccc2[nH]cc(CCCCN3CCN(c4ccc5oc(=O)ccc5c4)CC3)c2c1. Reaction SMILES: [CH3:1][S:2]([O:3][CH2:6][CH2:7][CH2:8][CH2:9][c:10]1[cH:11][nH:12][c:13]2[cH:14][cH:15][c:16]([C:19](=[O:20])[O:21][CH3:22])[cH:17][c:18]12)(=[O:4])=[O:5].[CH3:40][C:41]#[N:42].[O:23]=[c:24]1[o:25][c:26]2[c:27]([cH:28][cH:29]1)[cH:30][c:31]([N:34]1[CH2:35][CH2:36][NH:37][CH2:38][CH2:39]1)[cH:32][cH:33]2>>[CH2:6]([CH2:7][CH2:8][CH2:9][c:10]1[cH:11][nH:12][c:13]2[cH:14][cH:15][c:16]([C:19](=[O:20])[O:21][CH3:22])[cH:17][c:18]12)[N:37]1[CH2:36][CH2:35][N:34]([c:31]2[cH:30][c:27]3[c:26]([o:25][c:24](=[O:23])[cH:29][cH:28]3)[cH:33][cH:32]2)[CH2:39][CH2:38]1. Starting materials: [Al+3], [Cl-], [Cl-], [Cl-], Clc1ccccc1Cl, CC(Cl)Cl, Cl, O=C1CCC(=O)O1. Product: COC(=O)CCC(=O)c1ccc(Cl)c(Cl)c1. Reaction SMILES: [Al+3:17].[Cl-:16].[Cl-:18].[Cl-:19].[Cl:1][c:2]1[c:3]([Cl:8])[cH:4][cH:5][cH:6][cH:7]1.[Cl:21][CH:22]([Cl:23])[CH3:24].[ClH:20].[O:9]=[C:10]1[CH2:11][CH2:12][C:13](=[O:14])[O:15]1>>[Cl:1][c:2]1[c:3]([Cl:8])[cH:4][c:5]([C:13]([CH2:12][CH2:11][C:10](=[O:9])[O:15][CH3:22])=[O:14])[cH:6][cH:7]1. The reactants are BrC1=CC=C(C=CC(=O)OCC)C=C1 (ethyl 4-bromocinnamate), C(Cl)Cl (methylene chloride). Reagents/catalysts: CC(=O)[O-].CC(=O)[O-].[Pd+2] (Pd(OAc)2). Run in CCOCC (ether). Yields the product BrC1=CC=C(C=C1)[C@H]1[C@@H](C1)C(=O)OCC (Ethyl 2-(trans)-(4-bromophenyl)cyclopropanecarboxylate). As a reaction SMILES: [Br:1][C:2]1[CH:14]=[CH:13][C:5]([CH:6]=[CH:7][C:8]([O:10][CH2:11][CH3:12])=[O:9])=[CH:4][CH:3]=1.[CH2:15](Cl)Cl>CCOCC.CC([O-])=O.CC([O-])=O.[Pd+2]>[Br:1][C:2]1[CH:3]=[CH:4][C:5]([C@@H:6]2[CH2:15][C@H:7]2[C:8]([O:10][CH2:11][CH3:12])=[O:9])=[CH:13][CH:14]=1 |f:3.4.5|. Procedure: To a mixture of ethyl 4-bromocinnamate and Pd(OAc)2 (0.05 eq) in methylene chloride (1M) at 0° C. was added dropwise a solution of CH2N2 in ether until the reaction was completed by NMR analysis. The mixture was filtered through a plug of silica gel and concentrated to afford the title compound as an oil. Starting materials: CC(C)COC(=O)NN=Cc1ccc2[nH]cc(CCN(C)C)c2c1, CCO. Yields the product CC(C)COC(=O)NNCc1ccc2[nH]cc(CCN(C)C)c2c1. RXN SMILES: [CH2:1]([CH:2]([CH3:3])[CH3:4])[O:5][C:6](=[O:7])[NH:8][N:9]=[CH:10][c:11]1[cH:12][c:13]2[c:14]([CH2:20][CH2:21][N:22]([CH3:23])[CH3:24])[cH:15][nH:16][c:17]2[cH:18][cH:19]1.[CH3:25][CH2:26][OH:27]>>[CH2:1]([CH:2]([CH3:3])[CH3:4])[O:5][C:6](=[O:7])[NH:8][NH:9][CH2:10][c:11]1[cH:12][c:13]2[c:14]([CH2:20][CH2:21][N:22]([CH3:23])[CH3:24])[cH:15][nH:16][c:17]2[cH:18][cH:19]1. The reactants are [Al+3], COCOC1CCCC(C(=O)OC)C1, CCOCC, CCOC(C)=O, [H-], [H-], [H-], [H-], [Li+], [Mg+2], [Na+], O=S(=O)([O-])[O-], [OH-]. The product is COCOC1CCCC(CO)C1. As a reaction SMILES: [Al+3:16].[CH3:1][O:2][CH2:3][O:4][CH:5]1[CH2:6][CH:7]([C:11](=[O:12])[O:13][CH3:14])[CH2:8][CH2:9][CH2:10]1.[CH3:29][CH2:30][O:31][CH2:32][CH3:33].[CH3:34][CH2:35][O:36][C:37](=[O:38])[CH3:39].[H-:15].[H-:18].[H-:19].[H-:20].[Li+:17].[Mg+2:23].[Na+:22].[O-:24][S:25]([O-:26])(=[O:27])=[O:28].[OH-:21]>>[CH3:1][O:2][CH2:3][O:4][CH:5]1[CH2:6][CH:7]([CH2:11][OH:12])[CH2:8][CH2:9][CH2:10]1.